From a dataset of the Open Reaction Database (ORD), a public repository of structured organic reaction records. describe an organic reaction: reactants, conditions, products, and yield Reactants: ClC(Cl)(OC(OC(Cl)(Cl)Cl)=O)Cl (triphosgene), C(O)([O-])=O.[Na+] (sodium hydrogencarbonate), ClC1=C(N)C=CC(=C1)OC1=NC=NC2=CC(=C(C=C12)OC)OC (2-Chloro-4-[(6,7-dimethoxy-4-quinazolinyl)oxy]-aniline), C(CCCC)N (amylamine). Run in C(C)N(CC)CC (triethylamine), C(Cl)(Cl)Cl (chloroform), C(Cl)(Cl)Cl (chloroform). Run at time 30 minute. The product is ClC1=C(C=CC(=C1)OC1=NC=NC2=CC(=C(C=C12)OC)OC)NC(=O)NCCCCC (N-{2-Chloro-4-[(6,7-dimethoxy-4-quinazolinyl)oxy]phenyl}-N′-pentylurea). Isolated yield 49.0%. Reaction SMILES: [Cl:1][C:2]1[CH:8]=[C:7]([O:9][C:10]2[C:19]3[C:14](=[CH:15][C:16]([O:22][CH3:23])=[C:17]([O:20][CH3:21])[CH:18]=3)[N:13]=[CH:12][N:11]=2)[CH:6]=[CH:5][C:3]=1[NH2:4].ClC(Cl)(O[C:28](=[O:34])OC(Cl)(Cl)Cl)Cl.[CH2:36]([NH2:41])[CH2:37][CH2:38][CH2:39][CH3:40].C(=O)([O-])O.[Na+]>C(Cl)(Cl)Cl.C(N(CC)CC)C>[Cl:1][C:2]1[CH:8]=[C:7]([O:9][C:10]2[C:19]3[C:14](=[CH:15][C:16]([O:22][CH3:23])=[C:17]([O:20][CH3:21])[CH:18]=3)[N:13]=[CH:12][N:11]=2)[CH:6]=[CH:5][C:3]=1[NH:4][C:28]([NH:41][CH2:36][CH2:37][CH2:38][CH2:39][CH3:40])=[O:34] |f:3.4|. Reported procedure: 2-Chloro-4-[(6,7-dimethoxy-4-quinazolinyl)oxy]-aniline (50 mg) was dissolved in chloroform (5 ml) and triethylamine (1 ml), and a solution of triphosgene (45 mg) in chloroform was then added to the solution. The mixture was stirred at room temperature for 30 min. Next, amylamine (26 μl) was added to the reaction solution, and the mixture was stirred at room temperature for additional 30 min. A saturated aqueous sodium hydrogencarbonate solution was added to the reaction solution, and the mixture...